Dataset: the Open Reaction Database (ORD), a public repository of structured organic reaction records. Task: describe an organic reaction: reactants, conditions, products, and yield The reactants are S(=O)(=O)(C)Cl (mesyl chloride), C[C@H](CCC(=O)O)[C@H]1CC[C@@H]2[C@@]1([C@H](C[C@H]3[C@H]2[C@@H](C[C@H]4[C@@]3(CC[C@H](C4)O)C)O)O)C (cholic acid), OS(=O)(=O)O (H2SO4). Run in N1=CC=CC=C1 (pyridine), O (water). Run at time 3 hour. Product: OC1CC2CC(CCC2(C2CC(C3(C(CCC3C12)C(CCC(=O)O)C)C)O)C)OS(=O)(=O)C (4-(7,12-Dihydroxy-3-methanesulfonyloxy-10,13-dimethylhexadecahydrocyclopenta[a]phenanthren-17-yl)pentanoic acid). As a reaction SMILES: [CH3:1][C@@H:2]([C@@H:8]1[C@@:12]2([CH3:29])[C@@H:13]([OH:28])[CH2:14][C@@H:15]3[C@@:20]4([CH3:26])[CH2:21][CH2:22][C@@H:23]([OH:25])[CH2:24][C@H:19]4[CH2:18][C@@H:17]([OH:27])[C@H:16]3[C@@H:11]2[CH2:10][CH2:9]1)[CH2:3][CH2:4][C:5]([OH:7])=[O:6].[S:30](Cl)([CH3:33])(=[O:32])=[O:31].OS(O)(=O)=O>N1C=CC=CC=1.O>[OH:27][CH:17]1[CH:16]2[CH:15]([CH2:14][CH:13]([OH:28])[C:12]3([CH3:29])[CH:11]2[CH2:10][CH2:9][CH:8]3[CH:2]([CH3:1])[CH2:3][CH2:4][C:5]([OH:7])=[O:6])[C:20]2([CH3:26])[CH:19]([CH2:24][CH:23]([O:25][S:30]([CH3:33])(=[O:32])=[O:31])[CH2:22][CH2:21]2)[CH2:18]1. Procedure details: 100 g of cholic acid are dissolved in 500 ml of pyridine and 23.1 ml of mesyl chloride are added dropwise over a period of 30 minutes at 0° C. The mixture is stirred at RT for 3 hours, then poured into a solution of 400 ml of H2SO4 in 3 l of water at 0° C. and extracted 4 times using 750 ml of EA each time. The extract is dried over Na2SO4 and the solvent is removed in vacuo. The residue is crystallized using diisopropyl ether and 117.1 g are obtained; m.p. 121° C. (with decomposition).